Dataset: the Open Reaction Database (ORD), a public repository of structured organic reaction records. Task: describe an organic reaction: reactants, conditions, products, and yield The reactants are C(C)OC(=O)C1(CCNCC1)CCOC (4-(2-methoxy-ethyl)-piperidine-4-carboxylic acid ethyl ester), FC(C1=C(C=CC=C1)S(=O)(=O)Cl)(F)F (2-trifluoromethyl-benzenesulfonyl chloride), FC(OC1=CC=C(N)C=C1)(F)F (4-(trifluoromethoxy)-aniline). The product is FC(OC1=CC=C(C=C1)N1C(C2(CC1)CCN(CC2)S(=O)(=O)C2=C(C=CC=C2)C(F)(F)F)=O)(F)F (2-(4-Trifluoromethoxy-phenyl)-8-(2-trifluoromethyl-benzenesulfonyl)-2,8-diaza-spiro[4.5]decan-1-one). Reaction SMILES: C(O[C:4]([C:6]1([CH2:12][CH2:13]OC)[CH2:11][CH2:10][NH:9][CH2:8][CH2:7]1)=[O:5])C.[F:16][C:17]([F:29])([F:28])[C:18]1[CH:23]=[CH:22][CH:21]=[CH:20][C:19]=1[S:24](Cl)(=[O:26])=[O:25].[F:30][C:31]([F:41])([F:40])[O:32][C:33]1[CH:39]=[CH:38][C:36]([NH2:37])=[CH:35][CH:34]=1>>[F:30][C:31]([F:40])([F:41])[O:32][C:33]1[CH:34]=[CH:35][C:36]([N:37]2[CH2:13][CH2:12][C:6]3([CH2:7][CH2:8][N:9]([S:24]([C:19]4[CH:20]=[CH:21][CH:22]=[CH:23][C:18]=4[C:17]([F:29])([F:28])[F:16])(=[O:26])=[O:25])[CH2:10][CH2:11]3)[C:4]2=[O:5])=[CH:38][CH:39]=1. Procedure details: Off white solid. MS (ESI): 523.11 (MH+). This example was prepared in analogy to example 1 step C) to D) from 4-(2-methoxy-ethyl)-piperidine-4-carboxylic acid ethyl ester (example 1 step B)), 2-trifluoromethyl-benzenesulfonyl chloride and 4-(trifluoromethoxy)-aniline.